Dataset: the Open Reaction Database (ORD), a public repository of structured organic reaction records. Task: describe an organic reaction: reactants, conditions, products, and yield Starting materials: CC[O-], CCO, Clc1cnccn1, NCCCN, [Na+]. The product is NCCCNc1cnccn1. Reaction SMILES: [CH3:14][CH2:15][O-:16].[CH3:17][CH2:18][OH:19].[Cl:1][c:2]1[n:3][cH:4][cH:5][n:6][cH:7]1.[NH2:8][CH2:9][CH2:10][CH2:11][NH2:12].[Na+:13]>>[c:2]1([NH:12][CH2:11][CH2:10][CH2:9][NH2:8])[n:3][cH:4][cH:5][n:6][cH:7]1. The reactants are CC(NC(=O)Cc1cc(F)cc(F)c1)C(=O)O, CCN1C(=O)C(N)N=C(c2ccccc2)c2ccccc21. Product: CCN1C(=O)C(NC(=O)C(C)NC(=O)Cc2cc(F)cc(F)c2)N=C(c2ccccc2)c2ccccc21. As a reaction SMILES: [F:1][c:2]1[cH:3][c:4]([CH2:9][C:10](=[O:11])[NH:12][CH:13]([CH3:14])[C:15](=[O:16])[OH:17])[cH:5][c:6]([F:8])[cH:7]1.[NH2:18][CH:19]1[C:20](=[O:38])[N:21]([CH2:36][CH3:37])[c:22]2[c:23]([cH:32][cH:33][cH:34][cH:35]2)[C:24]([c:26]2[cH:27][cH:28][cH:29][cH:30][cH:31]2)=[N:25]1>>[F:1][c:2]1[cH:3][c:4]([CH2:9][C:10](=[O:11])[NH:12][CH:13]([CH3:14])[C:15](=[O:17])[NH:18][CH:19]2[C:20](=[O:38])[N:21]([CH2:36][CH3:37])[c:22]3[c:23]([cH:32][cH:33][cH:34][cH:35]3)[C:24]([c:26]3[cH:27][cH:28][cH:29][cH:30][cH:31]3)=[N:25]2)[cH:5][c:6]([F:8])[cH:7]1. Starting materials: C(=O)(OC(C)(C)C)N(C1CCC(CC1)NCC=1C=C(C=CC1OC)B(O)O)C (3-{[4-(BOC-methyl-amino)-cyclohexylamino]-methyl}-4-methoxy-benzene boronic acid), BrC1=CC=C(C=C1)N(C(C)=O)C (N-(4-Bromophenyl)-N-methyl-acetamide). The product is C(C)(=O)N(C1=CC=C(C=C1)C1=CC(=C(C=C1)OC)CNC1CCC(CC1)N(C(OC(C)(C)C)=O)C)C (tert-Butyl (4-{[4′-(acetyl-methyl-amino)-4-methoxy-biphenyl-3-ylmethyl]-amino}-cyclohexyl)-methyl-carbamate). As a reaction SMILES: [C:1]([N:8]([CH3:28])[CH:9]1[CH2:14][CH2:13][CH:12]([NH:15][CH2:16][C:17]2[CH:18]=[C:19](B(O)O)[CH:20]=[CH:21][C:22]=2[O:23][CH3:24])[CH2:11][CH2:10]1)([O:3][C:4]([CH3:7])([CH3:6])[CH3:5])=[O:2].Br[C:30]1[CH:35]=[CH:34][C:33]([N:36]([CH3:40])[C:37](=[O:39])[CH3:38])=[CH:32][CH:31]=1>>[C:37]([N:36]([CH3:40])[C:33]1[CH:34]=[CH:35][C:30]([C:19]2[CH:20]=[CH:21][C:22]([O:23][CH3:24])=[C:17]([CH2:16][NH:15][CH:12]3[CH2:13][CH2:14][CH:9]([N:8]([CH3:28])[C:1](=[O:2])[O:3][C:4]([CH3:7])([CH3:6])[CH3:5])[CH2:10][CH2:11]3)[CH:18]=2)=[CH:31][CH:32]=1)(=[O:39])[CH3:38]. Reported procedure: Boronic acid 4 (650 mg, 1.04 mmol) is coupled to aryl bromide 62 (238 mg, 1.04 mmol) using Method A to give the title compound. The reactants are B, CCc1nn2ccccc2c1N(CCCF)C(=O)COC, C1CCOC1, CSC. As a reaction SMILES: [BH3:25].[CH2:1]([CH3:2])[c:3]1[n:4][n:5]2[c:6]([cH:7][cH:8][cH:9][cH:10]2)[c:11]1[N:12]([C:13]([CH2:14][O:15][CH3:16])=[O:17])[CH2:18][CH2:19][CH2:20][F:21].[CH2:26]1[O:27][CH2:28][CH2:29][CH2:30]1.[CH3:22][S:23][CH3:24]>>[CH2:1]([CH3:2])[c:3]1[n:4][n:5]2[c:6]([cH:7][cH:8][cH:9][cH:10]2)[c:11]1[N:12]([CH2:13][CH2:14][O:15][CH3:16])[CH2:18][CH2:19][CH2:20][F:21]. Product: CCc1nn2ccccc2c1N(CCCF)CCOC. The reactants are COC(CC1=CC=C(C=C1)Br)=O (4-bromophenylacetic acid methyl ester), [H-].[Na+] (NaH), Cl (HCl), COC(OC)=O (dimethylcarbonate). The solvent is C1CCOC1 (THF), C1CCOC1 (THF), C1CCOC1 (THF). Run at temperature 30 celsius, time 70 minute. The product is COC(C(C(=O)OC)C1=CC=C(C=C1)Br)=O (2-(4-bromophenyl)-malonic acid dimethyl ester). RXN SMILES: [CH3:1][O:2][C:3](=[O:12])[CH2:4][C:5]1[CH:10]=[CH:9][C:8]([Br:11])=[CH:7][CH:6]=1.[H-].[Na+].[CH3:15][O:16][C:17](=O)[O:18]C.Cl>C1COCC1>[CH3:1][O:2][C:3](=[O:12])[CH:4]([C:5]1[CH:10]=[CH:9][C:8]([Br:11])=[CH:7][CH:6]=1)[C:17]([O:16][CH3:15])=[O:18] |f:1.2|. Procedure: At 40° C. a solution of 4-bromophenylacetic acid methyl ester (52 g) in THF (100 mL) is carefully added over a period of 40 min to a suspension of NaH (15.6 g) in dry THF (450 mL). Stirring is continued for 70 min without heating and the temperature drops to 27° C. The evolution of gas has stopped before dimethylcarbonate (76.42 mL) is added dropwise while the temperature of the mixture is maintained at 29-31° C. Stirring is continued for 22 h at rt. The mixture is cooled to −10° C. and then car... Starting materials: ClC=1C=C(C=NC1Cl)CN1C(C2=CC=CC=C2C1=O)=O (2-(5,6-Dichloro-pyridin-3-ylmethyl)-isoindole-1,3-dione), CN (methylamine). Solvent: CCO (EtOH). Reaction conditions: time 4 day. Product: ClC=1C=C(C=NC1Cl)CNC ((5,6-Dichloro-pyridin-3-ylmethyl)methylamine). RXN SMILES: [Cl:1][C:2]1[CH:3]=[C:4]([CH2:9][N:10]2C(=O)C3C(=CC=CC=3)[C:11]2=O)[CH:5]=[N:6][C:7]=1[Cl:8].CN>CCO>[Cl:1][C:2]1[CH:3]=[C:4]([CH2:9][NH:10][CH3:11])[CH:5]=[N:6][C:7]=1[Cl:8]. Procedure: A mixture of 2-(5,6-dichloro-pyridin-3-ylmethyl)-isoindole-1,3-dione from step (b) above (307 mg, 1.0 mmol) and methylamine (1.0 mL, 2.0 mmoL, 2.0 M in THF, Aldrich) in EtOH (10 mL) was stirred at room temperature for 4 days. The solvent was removed in vacuo to give the title compound, which was used in the next step without additional purification. The solvent is CN(C=O)C (dimethylformamide). Procedure details: 50 mg of compound (6) was dissolved in 1.0 ml of dry dimethylformamide under a nitrogen atmosphere and mixed with about 3 mg of sodium hydride under cooling with ice. After 30 minutes, 12.2 μl of 2-bromopropane was added, and the reaction solution was stirred at room temperature. The reaction solution was allowed to react for 63 hours, while about 3 mg of sodium hydride and 12.2 μl of 2-bromopropane were added after 40 hours and further after 46 hours. Then, the reaction solution was charged ont... Starting materials: C1(=CC=CC=C1)C(C1=CC=CC=C1)OC(=O)C12C(=CC3C2(CC2C(CCC2C1(C3)C=O)C)COC31OC2C(O3)OC(C2O)C1O[Si](C)(C)C(C)(C)C)C(C)C (8a-[[[6-(hydroxy)tetrahydro-7-t-butyldimethylsilyloxy-2,5-methanofuro[2,3-d]-1,3-dioxol-2-yl]oxy]methyl]-4-formyl-4,4a,5,6,7,7a,8,8a-octahydro-7-methyl-3-(1-methylethyl)-1,4-methano-s-indacene-3a(1H)-carboxylic acid diphenylmethyl ester), [H-].[Na+] (sodium hydride), BrC(C)C (2-bromopropane), [H-].[Na+] (sodium hydride), BrC(C)C (2-bromopropane). As a reaction SMILES: [C:1]1([CH:7]([O:14][C:15]([C:17]23[C:28]4([CH:30]=[O:31])[CH2:29][CH:20]([C:21]2([CH2:33][O:34][C:35]25[CH:44]([O:45][Si:46]([C:49]([CH3:52])([CH3:51])[CH3:50])([CH3:48])[CH3:47])[CH:41]6[CH:42]([OH:43])[CH:37]([CH:38]([O:40]6)[O:39]2)[O:36]5)[CH2:22][CH:23]2[CH:27]4[CH2:26][CH2:25][CH:24]2[CH3:32])[CH:19]=[C:18]3[CH:53]([CH3:55])[CH3:54])=[O:16])[C:8]2[CH:13]=[CH:12][CH:11]=[CH:10][CH:9]=2)[CH:6]=[CH:5][CH:4]=[CH:3][CH:2]=1.[H-].[Na+].Br[CH:59]([CH3:61])[CH3:60]>CN(C)C=O>[C:1]1([CH:7]([O:14][C:15]([C:17]23[C:28]4([CH:30]=[O:31])[CH2:29][CH:20]([C:21]2([CH2:33][O:34][C:35]25[CH:44]([O:45][Si:46]([C:49]([CH3:52])([CH3:51])[CH3:50])([CH3:48])[CH3:47])[CH:41]6[CH:42]([O:43][CH:59]([CH3:61])[CH3:60])[CH:37]([CH:38]([O:40]6)[O:39]2)[O:36]5)[CH2:22][CH:23]2[CH:27]4[CH2:26][CH2:25][CH:24]2[CH3:32])[CH:19]=[C:18]3[CH:53]([CH3:55])[CH3:54])=[O:16])[C:8]2[CH:9]=[CH:10][CH:11]=[CH:12][CH:13]=2)[CH:6]=[CH:5][CH:4]=[CH:3][CH:2]=1 |f:1.2|. Yields the product C1(=CC=CC=C1)C(C1=CC=CC=C1)OC(=O)C12C(=CC3C2(CC2C(CCC2C1(C3)C=O)C)COC31OC2C(O3)OC(C2OC(C)C)C1O[Si](C)(C)C(C)(C)C)C(C)C (8a-[[[6-(isopropoxy)tetrahydro-7-t-butyldimethylsilyloxy-2,5-methanofuro[2,3-d]-1,3-dioxol-2-yl]oxy]methyl]-4-formyl-4,4a,5,6,7,7a,8,8a-octahydro-7-methyl-3-(1-methylethyl)-1,4-methano-s-indacene-3a(1H)-carboxylic acid diphenylmethyl ester). Reaction conditions: time 30 minute. Reactants: BrC(C(=O)OCC)C1=CC(=C(C(=C1)C(C)(C)C)O)C(C)(C)C (Ethyl 2-bromo-(3,5-di-t-butyl-4-hydroxyphenyl)-acetate), N1CCOCC1 (morpholine), pure product. Yields the product C(C)OC(C(N1CCOCC1)C1=CC(=C(C(=C1)C(C)(C)C)O)C(C)(C)C)=O ((3,5-Di-tert-butyl-4-hydroxy-phenyl)-(N-morpholinyl)-acetic acid ethyl ester). RXN SMILES: Br[CH:2]([C:8]1[CH:13]=[C:12]([C:14]([CH3:17])([CH3:16])[CH3:15])[C:11]([OH:18])=[C:10]([C:19]([CH3:22])([CH3:21])[CH3:20])[CH:9]=1)[C:3]([O:5][CH2:6][CH3:7])=[O:4].[NH:23]1[CH2:28][CH2:27][O:26][CH2:25][CH2:24]1>>[CH2:6]([O:5][C:3](=[O:4])[CH:2]([C:8]1[CH:13]=[C:12]([C:14]([CH3:17])([CH3:16])[CH3:15])[C:11]([OH:18])=[C:10]([C:19]([CH3:22])([CH3:21])[CH3:20])[CH:9]=1)[N:23]1[CH2:28][CH2:27][O:26][CH2:25][CH2:24]1)[CH3:7]. Reported procedure: The compound was synthesized as in Example 17 from Intermediate 11 (4.0 g, 10.8 mmol) and morpholine (2.1 g, 24 mmol). This gave 0.91 g (22%) of pure product. Starting materials: C1(CC1)C(=O)N1CCN2C3=C(CC1C2)C=CC(=C3)N (4-cyclopropanecarbonyl-9-amino-3,4,5,6-tetrahydro-2H-1,5-methano-1,4-benzodiazocine), C(C)(=O)OC(C)=O (acetic anhydride). Solvent: N1=CC=CC=C1 (Pyridine). Conditions: time 3 hour. Yields the product C1(CC1)C(=O)N1CCN2C3=C(CC1C2)C=CC(=C3)NC(C)=O (4-cyclopropanecarbonyl-9-acetamido-3,4,5,6-tetrahydro-2H-1,5-methano-1,4-benzodiazocine). As a reaction SMILES: [CH:1]1([C:4]([N:6]2[CH:13]3[CH2:14][N:9]([C:10]4[CH:18]=[C:17]([NH2:19])[CH:16]=[CH:15][C:11]=4[CH2:12]3)[CH2:8][CH2:7]2)=[O:5])[CH2:3][CH2:2]1.[C:20](OC(=O)C)(=[O:22])[CH3:21]>N1C=CC=CC=1>[CH:1]1([C:4]([N:6]2[CH:13]3[CH2:14][N:9]([C:10]4[CH:18]=[C:17]([NH:19][C:20](=[O:22])[CH3:21])[CH:16]=[CH:15][C:11]=4[CH2:12]3)[CH2:8][CH2:7]2)=[O:5])[CH2:2][CH2:3]1. Procedure: A mixture of 4-cyclopropanecarbonyl-9-amino-3,4,5,6-tetrahydro-2H-1,5-methano-1,4-benzodiazocine (8 g.) and acetic anhydride (50 ml.) was heated on a steam bath for two hours. Pyridine was added and heating was continued for three hours. The mixture was concentrated to dryness. The residue was partitioned between aqueous base and chloroform. The chloroform layer was dried and concentrated to dryness. Recrystallization of the residue from acetonitrile afforded a product (m.r. 117°-187° C.), which...